This data is from the Open Reaction Database (ORD), a public repository of structured organic reaction records. The task is: describe an organic reaction: reactants, conditions, products, and yield Reactants: Nc1cc([N+](=O)[O-])ccc1Br, CN(CCCl)CCCl, Clc1ccccc1, Cl. Product: CN1CCN(c2cc([N+](=O)[O-])ccc2Br)CC1. Reaction SMILES: [Br:1][c:2]1[c:3]([NH2:11])[cH:4][c:5]([N+:8](=[O:9])[O-:10])[cH:6][cH:7]1.[CH3:13][N:14]([CH2:15][CH2:16][Cl:20])[CH2:18][CH2:19][Cl:17].[Cl:21][c:22]1[cH:23][cH:24][cH:25][cH:26][cH:27]1.[ClH:12]>>[Br:1][c:2]1[c:3]([N:11]2[CH2:16][CH2:15][N:14]([CH3:13])[CH2:18][CH2:19]2)[cH:4][c:5]([N+:8](=[O:9])[O-:10])[cH:6][cH:7]1. Starting materials: CC(C)(C)[Si](C)(C)OC1CCC(Nc2ncc(C#N)c3[nH]c4ccc(F)cc4c23)CC1F, CCCC[N+](CCCC)(CCCC)CCCC, C1CCOC1, [F-]. The product is N#Cc1cnc(NC2CCC(O)C(F)C2)c2c1[nH]c1ccc(F)cc12. Reaction SMILES: [C:1]([Si:2]([CH3:3])([CH3:4])[O:6][CH:7]1[CH:8]([F:30])[CH2:9][CH:10]([NH:13][c:14]2[n:15][cH:16][c:17]([C:28]#[N:29])[c:18]3[nH:19][c:20]4[cH:21][cH:22][c:23]([F:27])[cH:24][c:25]4[c:26]23)[CH2:11][CH2:12]1)([CH3:5])([CH3:31])[CH3:32].[CH2:34]([N+:35]([CH2:36][CH2:37][CH2:38][CH3:39])([CH2:40][CH2:41][CH2:42][CH3:43])[CH2:44][CH2:45][CH2:46][CH3:47])[CH2:48][CH2:49][CH3:50].[CH2:51]1[O:52][CH2:53][CH2:54][CH2:55]1.[F-:33]>>[OH:6][CH:7]1[CH:8]([F:30])[CH2:9][CH:10]([NH:13][c:14]2[n:15][cH:16][c:17]([C:28]#[N:29])[c:18]3[nH:19][c:20]4[cH:21][cH:22][c:23]([F:27])[cH:24][c:25]4[c:26]23)[CH2:11][CH2:12]1. Reactants: [H-].C(C(C)C)[Al+]CC(C)C (diisobutylaluminium hydride), C(C)(C)(C)OC(=O)N1C[C@@H](CC1)NC1=NC=C(C(=O)OCC)C=C1Cl (ethyl 6-{[(3R)-1-(tert-butoxycarbonyl)-3-pyrrolidinyl]amino}-5-chloronicotinate), [Na].[K] (potassium sodium), resultant mixture, CO (MeOH). Run in CCCCCC (hexane), C1CCOC1 (THF). Run at temperature 7.5 celsius. Product: ClC=1C(=NC=C(C1)CO)N[C@H]1CN(CC1)C(=O)OC(C)(C)C (tert-butyl (3R)-3-{[3-chloro-5-(hydroxymethyl)-2-pyridinyl]amino}-1-pyrrolidinecarboxylate). The yield is 41.5%. As a reaction SMILES: [H-].C([Al+]CC(C)C)C(C)C.[C:11]([O:15][C:16]([N:18]1[CH2:22][CH2:21][C@@H:20]([NH:23][C:24]2[C:34]([Cl:35])=[CH:33][C:27]([C:28](OCC)=[O:29])=[CH:26][N:25]=2)[CH2:19]1)=[O:17])([CH3:14])([CH3:13])[CH3:12].CO.[Na].[K]>CCCCCC.C1COCC1>[Cl:35][C:34]1[C:24]([NH:23][C@@H:20]2[CH2:21][CH2:22][N:18]([C:16]([O:15][C:11]([CH3:14])([CH3:13])[CH3:12])=[O:17])[CH2:19]2)=[N:25][CH:26]=[C:27]([CH2:28][OH:29])[CH:33]=1 |f:0.1,4.5,^1:37,38|. Procedure: A solution of diisobutylaluminium hydride in hexane solution (0.93M) (138 ml) was added to dropwise a solution of ethyl 6-{[(3R)-1-(tert-butoxycarbonyl)-3-pyrrolidinyl]amino}-5-chloronicotinate (15.9 g) in THF (200 ml) with stirring at 0-15° C. under atmospheric pressure of nitrogen, and the reaction mixture was stirred at 5-20° C. for 4 hours. The reaction mixture was cooled at 5° C. and MeOH (10 ml) was added and the reaction mixture was stirred at ambient temperature for 20 minutes. The potas... The reactants are C(C)N(CCN(C1=CC=C(C=C1)C(C(CC)C1=CC=CC=C1)=O)S(=O)(=O)C)CC (N-(2-Diethylaminoethyl)-4'-(1-oxo-2-phenylbutyl)methanesulfonanilide), C(C)OCC (ethyl ether), [Cl-].[NH4+] (ammonium chloride), C(C)OCC (ethyl ether), C1(=CC=CC=C1)[Mg]Br (phenylmagnesium bromide). The solvent is O (water). Reaction conditions: time 15 minute. Product: C(C)N(CCN(C1=CC=C(C=C1)C(C(CC)C1=CC=CC=C1)(C1=CC=CC=C1)O)S(=O)(=O)C)CC (N-(2-Diethylaminoethyl)-4'-(1-hydroxy-1,2-diphenylbutyl)methanesulfonanilide). The yield is 100.0%. Reaction SMILES: [CH2:1]([N:3]([CH2:28][CH3:29])[CH2:4][CH2:5][N:6]([S:24]([CH3:27])(=[O:26])=[O:25])[C:7]1[CH:12]=[CH:11][C:10]([C:13](=[O:23])[CH:14]([C:17]2[CH:22]=[CH:21][CH:20]=[CH:19][CH:18]=2)[CH2:15][CH3:16])=[CH:9][CH:8]=1)[CH3:2].C(OCC)C.[C:35]1([Mg]Br)[CH:40]=[CH:39][CH:38]=[CH:37][CH:36]=1.[Cl-].[NH4+]>O>[CH2:28]([N:3]([CH2:1][CH3:2])[CH2:4][CH2:5][N:6]([S:24]([CH3:27])(=[O:26])=[O:25])[C:7]1[CH:8]=[CH:9][C:10]([C:13]([OH:23])([C:35]2[CH:40]=[CH:39][CH:38]=[CH:37][CH:36]=2)[CH:14]([C:17]2[CH:22]=[CH:21][CH:20]=[CH:19][CH:18]=2)[CH2:15][CH3:16])=[CH:11][CH:12]=1)[CH3:29] |f:3.4|. Reported procedure: N-(2-Diethylaminoethyl)-4'-(1-oxo-2-phenylbutyl)methanesulfonanilide (24.0 g., 0.0576 mole) is dissolved in 500 ml. ethyl ether and added dropwise during 1/2 hr. to a solution of phenylmagnesium bromide (0.145 mole) in 500 ml. ethyl ether. The mixture is heated at reflux for 16 hrs. After cooling to room temperature, 100 g. of ammonium chloride in 400 ml. water is added and the solution is stirred for 15 min. The ether layer is separated and the aqueous layer is extracted with ethyl ether and th... Starting materials: [Br-].COC1=CC=C(C=C1)N1C(OC(C1)C[N+]1=CC=C(C=C1)C1=CC2=C(C=C1)OCO2)=O (1-(3-p-methoxyphenyloxazolidin-2-one-5-yl-methyl)-4-(3,4-methylenedioxyphenyl)pyridinium bromide). The reagents and catalysts are [Pd].[C] (Pd carbon). The solvent is C(C)(=O)O (acetic acid). The product is COC1=CC=C(C=C1)N1C(OC(C1)CN1CCC(CC1)C1=CC2=C(C=C1)OCO2)=O (3-p-methoxyphenyl-5-[4-(3,4-methylenedioxyphenyl)piperidinomethyl]oxazolidin-2-one). Reaction SMILES: [Br-].[CH3:2][O:3][C:4]1[CH:9]=[CH:8][C:7]([N:10]2[CH2:14][CH:13]([CH2:15][N+:16]3[CH:21]=[CH:20][C:19]([C:22]4[CH:27]=[CH:26][C:25]5[O:28][CH2:29][O:30][C:24]=5[CH:23]=4)=[CH:18][CH:17]=3)[O:12][C:11]2=[O:31])=[CH:6][CH:5]=1>C(O)(=O)C.[Pd].[C]>[CH3:2][O:3][C:4]1[CH:5]=[CH:6][C:7]([N:10]2[CH2:14][CH:13]([CH2:15][N:16]3[CH2:21][CH2:20][CH:19]([C:22]4[CH:27]=[CH:26][C:25]5[O:28][CH2:29][O:30][C:24]=5[CH:23]=4)[CH2:18][CH2:17]3)[O:12][C:11]2=[O:31])=[CH:8][CH:9]=1 |f:0.1,3.4|. Reported procedure: A solution of 4.87 g of 1-(3-p-methoxyphenyloxazolidin-2-one-5-yl-methyl)-4-(3,4-methylenedioxyphenyl)pyridinium bromide [obtainable from 3-p-methoxyphenyl-5-bromomethyloxazolidin-2-one and 4-(3,4-methylenedioxyphenyl)pyridine] in 60 ml of acetic acid is hydrogenated over 1 g of 10% strength Pd/carbon at 20° and atmospheric pressure until the absorption of hydrogen has ceased. After filtration, evaporation and usual workup, 3-p-methoxyphenyl-5-[4-(3,4-methylenedioxyphenyl)piperidinomethyl]oxazol... Starting materials: solution, C(C)(C)(C)P(C(C)(C)C)C(C)(C)C (tri(tert.butyl)phosphine), C1CCCCC1 (cyclohexane), I\C(=C/CSC1=CC(=C(OCC(=O)OCC)C=C1)C)\C1=CC=C(C=C1)C(F)(F)F (ethyl (Z)-[4-[3-iodo-3-(4-trifluoromethylphenyl)allylsulfanyl]-2-methylphenoxy]acetate), S1C2=C(C=C1[Sn](CCCC)(CCCC)CCCC)C=CC=C2 ((benzo[b]thiophen-2-yl)-tributyltin), C(Cl)(Cl)Cl (CHCl3), aqueous solution, [F-].[K+] (potassium fluoride). Run in CN(C=O)C (N,N-dimethylformamide), C(C)(=O)OCC (ethyl acetate). Reaction conditions: temperature 60 celsius, time 5 hour. Product: S1C2=C(C=C1\C(=C/CSC1=CC(=C(OCC(=O)OCC)C=C1)C)\C1=CC=C(C=C1)C(F)(F)F)C=CC=C2 (Ethyl (Z)-[4-[3-(Benzo[b]thiophen-2-yl)-3-(4-trifluoromethylphenyl)allylsulfanyl]-2-methylphenoxy]acetate). Yield: 77.4%. Reaction SMILES: I/[C:2](/[C:20]1[CH:25]=[CH:24][C:23]([C:26]([F:29])([F:28])[F:27])=[CH:22][CH:21]=1)=[CH:3]\[CH2:4][S:5][C:6]1[CH:18]=[CH:17][C:9]([O:10][CH2:11][C:12]([O:14][CH2:15][CH3:16])=[O:13])=[C:8]([CH3:19])[CH:7]=1.[S:30]1[C:34]([Sn](CCCC)(CCCC)CCCC)=[CH:33][C:32]2[CH:48]=[CH:49][CH:50]=[CH:51][C:31]1=2.C(Cl)(Cl)Cl.C(P(C(C)(C)C)C(C)(C)C)(C)(C)C.C1CCCCC1.[F-].[K+]>CN(C)C=O.C(OCC)(=O)C>[S:30]1[C:34](/[C:2](/[C:20]2[CH:25]=[CH:24][C:23]([C:26]([F:29])([F:28])[F:27])=[CH:22][CH:21]=2)=[CH:3]\[CH2:4][S:5][C:6]2[CH:18]=[CH:17][C:9]([O:10][CH2:11][C:12]([O:14][CH2:15][CH3:16])=[O:13])=[C:8]([CH3:19])[CH:7]=2)=[CH:33][C:32]2[CH:48]=[CH:49][CH:50]=[CH:51][C:31]1=2 |f:5.6|. Procedure details: To a solution of ethyl (Z)-[4-[3-iodo-3-(4-trifluoromethylphenyl)allylsulfanyl]-2-methylphenoxy]acetate (407.1 mg, 0.759 mmol; example 29, step D-E) and (benzo[b]thiophen-2-yl)-tributyltin (327.2 mg, 0.773 mmol, prepared according to Morimoto et al.: J. Med. Chem. 44, 3355 (2001)) in dry N,N-dimethylformamide (3 mL) Pd2(dba)3.CHCl3 (24.1 mg, 0.023 mmol) was added. Traces of moisture and oxygen were removed and 0.20M solution of tri(tert.butyl)phosphine in cyclohexane (0.49 mL, 0.098 mmol) was ad... Reaction SMILES: [Ag:28].[Ag:29]=[O:30].[C:1]([CH3:2])(=[O:3])[c:4]1[cH:5][cH:6][c:7](-[c:10]2[cH:11][cH:12][c:13]([CH2:16][CH:17]([CH3:18])[OH:19])[cH:14][cH:15]2)[cH:8][cH:9]1.[CH2:20]([CH2:21][CH3:22])[I:23].[CH:24]([Cl:25])([Cl:26])[Cl:27]>>[C:1]([CH3:2])(=[O:3])[c:4]1[cH:5][cH:6][c:7](-[c:10]2[cH:11][cH:12][c:13]([CH2:16][CH:17]([CH3:18])[O:19][CH2:20][CH2:21][CH3:22])[cH:14][cH:15]2)[cH:8][cH:9]1. The product is CCCOC(C)Cc1ccc(-c2ccc(C(C)=O)cc2)cc1. The reactants are [Ag], O=[Ag], CC(=O)c1ccc(-c2ccc(CC(C)O)cc2)cc1, CCCI, ClC(Cl)Cl.